Dataset: the Open Reaction Database (ORD), a public repository of structured organic reaction records. Task: describe an organic reaction: reactants, conditions, products, and yield The reactants are BrCC1=C(C(=O)OC)C=CC(=C1)CBr (methyl 2,4-bis(bromomethyl)benzoate), C(C)(=O)[O-].[Na+] (sodium acetate). Yields the product C(C)(=O)OCC1=C(C(=O)OC)C=CC(=C1)COC(C)=O (Methyl 2,4-bis(acetoxymethyl)benzoate). Yield: 109.7%. Reaction SMILES: Br[CH2:2][C:3]1[CH:12]=[C:11]([CH2:13]Br)[CH:10]=[CH:9][C:4]=1[C:5]([O:7][CH3:8])=[O:6].[C:15]([O-:18])(=[O:17])[CH3:16].[Na+]>>[C:15]([O:18][CH2:2][C:3]1[CH:12]=[C:11]([CH2:13][O:7][C:5](=[O:6])[CH3:4])[CH:10]=[CH:9][C:4]=1[C:5]([O:7][CH3:8])=[O:6])(=[O:17])[CH3:16] |f:1.2|. Procedure details: According to a similar procedure to that described in Example 1-(5), methyl 2,4-bis(bromomethyl)benzoate (described in Chem. Ber., 127, 2081 (1994); 13.3 g, 41.3 mmol) and sodium acetate (16.4 g, 200 mmol) were reacted, and the reaction mixture was worked up to afford, after extraction, the title compound as a crude product. The crude product was subjected to chromatography on a silica gel (200 g) column (eluent; ethyl acetate:hexane=3:17˜3:5) to afford the title compound (6.35 g, 55% yield) as ... The reactants are C1(=CC=CC=C1)[Mg]Br (phenylmagnesium bromide), C(C1=CC=CC=C1)OC(=O)N1CC(CCC1)=O (3-oxo-piperidine-1-carboxylic acid benzyl ester). The solvent is C1CCOC1 (THF), C1CCOC1 (THF). Conditions: time 30 minute. The product is C(C1=CC=CC=C1)OC(=O)N1CC(CCC1)(C1=CC=CC=C1)O (rac-3-Hydroxy-3-phenyl-piperidine-1-carboxylic acid benzyl ester). Isolated yield 29.4%. Reaction SMILES: [C:1]1([Mg]Br)[CH:6]=[CH:5][CH:4]=[CH:3][CH:2]=1.[CH2:9]([O:16][C:17]([N:19]1[CH2:24][CH2:23][CH2:22][C:21](=[O:25])[CH2:20]1)=[O:18])[C:10]1[CH:15]=[CH:14][CH:13]=[CH:12][CH:11]=1>C1COCC1>[CH2:9]([O:16][C:17]([N:19]1[CH2:24][CH2:23][CH2:22][C:21]([OH:25])([C:1]2[CH:6]=[CH:5][CH:4]=[CH:3][CH:2]=2)[CH2:20]1)=[O:18])[C:10]1[CH:15]=[CH:14][CH:13]=[CH:12][CH:11]=1. Procedure details: To a solution of 9 ml (9 mmol) phenylmagnesium bromide (1M solution in THF) in THF (13 ml) was added a solution of 1.5 g (6.00 mmol) 3-oxo-piperidine-1-carboxylic acid benzyl ester (commercial) in THF (5 ml) at room temperature over a period of 15 minutes. The mixture was stirred for 30 minutes and then quenched under ice bath cooling with a 20% ammonium chloride solution (4 ml). The organic layer was decanted and the residue was extracted once with ethyl acetate. The combined organic layers wer... Starting materials: C(C)(C)(C)C1=NN(C(=C1)N)C=1C=C(C=CC1)CC(=O)N (2-[3-(3-tert-butyl-5-amino-1H-pyrazol-1-yl)phenyl]acetamide), C1(=CC=CC2=CC=CC=C12)N=C=O (1-naphthylisocyanate). Run in C(Cl)Cl (CH2Cl2). Product: C(C)(C)(C)C1=NN(C(=C1)NC(=O)NC1=CC=CC2=CC=CC=C12)C1=CC(=CC=C1)CC(N)=O (1-{3-tert-butyl-1-[3-(carbamoylmethyl)phenyl)-1H-pyrazol-5-yl}-3-(naphthalene-1-yl)urea). Isolated yield 68.3%. Reaction SMILES: [C:1]([C:5]1[CH:9]=[C:8]([NH2:10])[N:7]([C:11]2[CH:12]=[C:13]([CH2:17][C:18]([NH2:20])=[O:19])[CH:14]=[CH:15][CH:16]=2)[N:6]=1)([CH3:4])([CH3:3])[CH3:2].[C:21]1([N:31]=[C:32]=[O:33])[C:30]2[C:25](=[CH:26][CH:27]=[CH:28][CH:29]=2)[CH:24]=[CH:23][CH:22]=1>C(Cl)Cl>[C:1]([C:5]1[CH:9]=[C:8]([NH:10][C:32]([NH:31][C:21]2[C:30]3[C:25](=[CH:26][CH:27]=[CH:28][CH:29]=3)[CH:24]=[CH:23][CH:22]=2)=[O:33])[N:7]([C:11]2[CH:16]=[CH:15][CH:14]=[C:13]([CH2:17][C:18](=[O:19])[NH2:20])[CH:12]=2)[N:6]=1)([CH3:4])([CH3:2])[CH3:3]. Procedure: A mixture of Example N (2 g, 0.73 mmol) and 1-naphthylisocyanate (0.124 g, 0.73 mmol) in dry CH2Cl2 (4 ml) was stirred at RT under N2 for 18 h. The solvent was removed in vacuo and the crude product was washed with ethyl acetate (8 ml) and dried in vacuo to yield 1-{3-tert-butyl-1-[3-(carbamoylmethyl)phenyl)-1H-pyrazol-5-yl}-3-(naphthalene-1-yl)urea as a white solid (0.22 g). mp: 230 (dec.); 1HNMR (200 MHz, DMSO-d6): δ 9.12 (s, 1H), 8.92 (s, 1H), 8.32-8.08 (m, 3H), 7.94-7.44 (m, 8H), 6.44 (s, 1H... The reactants are C(C1=CC=CC=C1)(=O)NC1=CC=C(C=C1)C1=CC=C2CN(C(C2=C1)=O)[C@H](C(=O)OC)C(C)C ((S)-Methyl 2-(6-(4-benzamidophenyl)-1-oxoisoindolin-2-yl)-3-methylbutanoate), NC1=CC=C(C=C1)C1=CC=C2CN(C(C2=C1)=O)C1CC(CCC1)C(=O)OC (Methyl 3-(6-(4-aminophenyl)-1-oxoisoindolin-2-yl)cyclohexanecarboxylate), FC(C1=CC=C(C(=O)Cl)C=C1)(F)F (4-trifluoromethyl benzoyl chloride). The product is O=C1N(CC2=CC=C(C=C12)C1=CC=C(C=C1)NC(C1=CC=C(C=C1)C(F)(F)F)=O)C1CC(CCC1)C(=O)OC (Methyl 3-(1-oxo-6-(4-(4-(trifluoromethyl)benzamido)phenyl)isoindolin-2-yl)cyclohexanecarboxylate). Isolated yield 82.0%. As a reaction SMILES: C(NC1C=CC(C2C=C3C(CN([C@@H](C(C)C)C(OC)=O)C3=O)=CC=2)=CC=1)(=O)C1C=CC=CC=1.[NH2:34][C:35]1[CH:40]=[CH:39][C:38]([C:41]2[CH:49]=[C:48]3[C:44]([CH2:45][N:46]([CH:51]4[CH2:56][CH2:55][CH2:54][CH:53]([C:57]([O:59][CH3:60])=[O:58])[CH2:52]4)[C:47]3=[O:50])=[CH:43][CH:42]=2)=[CH:37][CH:36]=1.[F:61][C:62]([F:73])([F:72])[C:63]1[CH:71]=[CH:70][C:66]([C:67](Cl)=[O:68])=[CH:65][CH:64]=1>>[O:50]=[C:47]1[C:48]2[C:44](=[CH:43][CH:42]=[C:41]([C:38]3[CH:37]=[CH:36][C:35]([NH:34][C:67](=[O:68])[C:66]4[CH:70]=[CH:71][C:63]([C:62]([F:61])([F:72])[F:73])=[CH:64][CH:65]=4)=[CH:40][CH:39]=3)[CH:49]=2)[CH2:45][N:46]1[CH:51]1[CH2:56][CH2:55][CH2:54][CH:53]([C:57]([O:59][CH3:60])=[O:58])[CH2:52]1. Procedure details: The compound of example 550 was prepared analogous to compound of example 97 by reaction of compound of example 543 with 4-trifluoromethyl benzoyl chloride. The reactants are O=C1N(C(C2=C(N1)C=C(S2)C2=CC=CC=C2)=O)C2CCN(CC2)C(=O)OC(C)(C)C (tert-butyl 4-(2,4-dioxo-6-phenyl-1,4-dihydrothieno[3,2-d]pyrimidin-3(2H)-yl)piperidine-1-carboxylate), C([O-])([O-])=O.[K+].[K+] (potassium carbonate), C(CC)OCC1=NOC(=N1)CO ([3-(propoxymethyl)-1,2,4-oxadiazol-5-yl]methanol), C(Br)(Br)(Br)Br (CBr4), C1(=CC=CC=C1)P(C1=CC=CC=C1)C1=CC=CC=C1 (triphenylphosphine). Solvent: CN(C)C=O (DMF), C(Cl)Cl (DCM). Conditions: time 15 minute. Product: O=C1N(C(C2=C(N1CC1=NC(=NO1)COCCC)C=C(S2)C2=CC=CC=C2)=O)C2CCN(CC2)C(=O)OC(C)(C)C (tert-butyl 4-[2,4-dioxo-6-phenyl-1-{[3-(propoxymethyl)-1,2,4-oxadiazol-5-yl]methyl}-1,4-dihydrothieno[3,2-d]pyrimidin-3(2H)-yl]piperidine-1-carboxylate). As a reaction SMILES: [CH2:1]([O:4][CH2:5][C:6]1[N:10]=[C:9]([CH2:11]O)[O:8][N:7]=1)[CH2:2][CH3:3].C(Br)(Br)(Br)Br.C1(P(C2C=CC=CC=2)C2C=CC=CC=2)C=CC=CC=1.[O:37]=[C:38]1[NH:43][C:42]2[CH:44]=[C:45]([C:47]3[CH:52]=[CH:51][CH:50]=[CH:49][CH:48]=3)[S:46][C:41]=2[C:40](=[O:53])[N:39]1[CH:54]1[CH2:59][CH2:58][N:57]([C:60]([O:62][C:63]([CH3:66])([CH3:65])[CH3:64])=[O:61])[CH2:56][CH2:55]1.C(=O)([O-])[O-].[K+].[K+]>C(Cl)Cl.CN(C=O)C>[O:37]=[C:38]1[N:43]([CH2:11][C:9]2[O:8][N:7]=[C:6]([CH2:5][O:4][CH2:1][CH2:2][CH3:3])[N:10]=2)[C:42]2[CH:44]=[C:45]([C:47]3[CH:52]=[CH:51][CH:50]=[CH:49][CH:48]=3)[S:46][C:41]=2[C:40](=[O:53])[N:39]1[CH:54]1[CH2:59][CH2:58][N:57]([C:60]([O:62][C:63]([CH3:66])([CH3:65])[CH3:64])=[O:61])[CH2:56][CH2:55]1 |f:4.5.6|. Procedure: To a solution of [3-(propoxymethyl)-1,2,4-oxadiazol-5-yl]methanol (250 mg, compound D22) and CBr4 (620 mg) in DCM (5 ml) are added triphenylphosphine (490 mg) and the reaction mixture is stirred for 15 min at RT. This solution is added to a stirred suspension of tert-butyl 4-(2,4-dioxo-6-phenyl-1,4-dihydrothieno[3,2-d]pyrimidin-3(2H)-yl)piperidine-1-carboxylate (0.5 g; compound B50) and potassium carbonate (323 mg) in DMF and the reaction mixture is stirred for 3 h at 65° C. Afterwards the solve... Reactants: CO, [H][H], N#Cc1ccc2c(c1)CC(=O)N2. Product: NCc1ccc2c(c1)CC(=O)N2. RXN SMILES: [CH3:15][OH:16].[H:13][H:14].[O:1]=[C:2]1[NH:3][c:4]2[cH:5][cH:6][c:7]([C:11]#[N:12])[cH:8][c:9]2[CH2:10]1>>[O:1]=[C:2]1[NH:3][c:4]2[cH:5][cH:6][c:7]([CH2:11][NH2:12])[cH:8][c:9]2[CH2:10]1. Reactants: NC1=NC(=CC(=N1)N1CCC2(C[C@H](NC2)C(=O)OCC)CC1)O[C@@H](C(F)(F)F)C1=C(C=C(C=C1)Cl)C1=CC(=CC=C1)S(N)(=O)=O ((S)-ethyl 8-(2-amino-6-((R)-1-(5-chloro-3′-sulfamoyl-[1,1′-biphenyl]-2-yl)-2,2,2-trifluoroethoxy)pyrimidin-4-yl)-2,8-diazaspiro[4.5]decane-3-carboxylate), [Li+].[OH-] (LiOH). The product is NC1=NC(=CC(=N1)N1CCC2(C[C@H](NC2)C(=O)O)CC1)O[C@@H](C(F)(F)F)C1=C(C=C(C=C1)Cl)C1=CC(=CC=C1)S(N)(=O)=O ((S)-8-(2-amino-6-((R)-1-(5-chloro-3′-sulfamoyl-[1,1′-biphenyl]-2-yl)-2,2,2-trifluoroethoxy)pyrimidin-4-yl)-2,8-diazaspiro[4.5]decane-3-carboxylic acid). Reaction SMILES: [NH2:1][C:2]1[N:7]=[C:6]([N:8]2[CH2:22][CH2:21][C:11]3([CH2:15][NH:14][C@H:13]([C:16]([O:18]CC)=[O:17])[CH2:12]3)[CH2:10][CH2:9]2)[CH:5]=[C:4]([O:23][C@H:24]([C:29]2[CH:34]=[CH:33][C:32]([Cl:35])=[CH:31][C:30]=2[C:36]2[CH:41]=[CH:40][CH:39]=[C:38]([S:42](=[O:45])(=[O:44])[NH2:43])[CH:37]=2)[C:25]([F:28])([F:27])[F:26])[N:3]=1.[Li+].[OH-]>>[NH2:1][C:2]1[N:7]=[C:6]([N:8]2[CH2:9][CH2:10][C:11]3([CH2:15][NH:14][C@H:13]([C:16]([OH:18])=[O:17])[CH2:12]3)[CH2:21][CH2:22]2)[CH:5]=[C:4]([O:23][C@H:24]([C:29]2[CH:34]=[CH:33][C:32]([Cl:35])=[CH:31][C:30]=2[C:36]2[CH:41]=[CH:40][CH:39]=[C:38]([S:42](=[O:44])(=[O:45])[NH2:43])[CH:37]=2)[C:25]([F:28])([F:27])[F:26])[N:3]=1 |f:1.2|. Procedure: Hydrolysis of (S)-ethyl 8-(2-amino-6-((R)-1-(5-chloro-3′-sulfamoyl-[1,1′-biphenyl]-2-yl)-2,2,2-trifluoroethoxy)pyrimidin-4-yl)-2,8-diazaspiro[4.5]decane-3-carboxylate using the LiOH general method provided the title compound as an off-white solid.